This data is from the Open Reaction Database (ORD), a public repository of structured organic reaction records. The task is: describe an organic reaction: reactants, conditions, products, and yield The reactants are CC1=CC=2CC3=CC=CC=C3C2C=C1 (2-methylfluorene), C(CCC)[Li] (butyl lithium), C(=O)=O (CO2). Solvent: O (water), C(C)(=O)OCC (ethyl acetate), C1CCOC1 (THF). Reaction conditions: time 15 minute. The product is CC1=CC=2C(C3=CC=CC=C3C2C=C1)C(=O)O (2-methyl-9-fluorenecarboxylic acid). Yield: 81.9%. As a reaction SMILES: [CH3:1][C:2]1[CH:14]=[CH:13][C:12]2[C:11]3[C:6](=[CH:7][CH:8]=[CH:9][CH:10]=3)[CH2:5][C:4]=2[CH:3]=1.C([Li])CCC.[C:20](=[O:22])=[O:21]>C1COCC1.O.C(OCC)(=O)C>[CH3:1][C:2]1[CH:14]=[CH:13][C:12]2[C:11]3[C:6](=[CH:7][CH:8]=[CH:9][CH:10]=3)[CH:5]([C:20]([OH:22])=[O:21])[C:4]=2[CH:3]=1. Procedure: A solution of 2-methylfluorene (6 g, 33.2 mmol) in 100 ml of THF at -78° C. was charged with butyl lithium (2.18 g, 34.0 mmol). The reaction mixture was stirred for 15 min then CO2 gaseous (5 g, 113.6 mmol) was introduced via a cannula over a period of 15 min at -78° C. The reaction mixture was warmed up to room temperature and stirred for additional 2 hr until colorless. The reaction mixture was diluted with 250 mL of water and 100 mL of ethyl acetate, the layers were separated, the aqueous pha... Starting materials: F[B-](F)(F)F, O=C(O)CNC(=O)OCc1ccccc1, CN1CCOCC1, ClCCl, Cl, CC(C)C(N)C(=O)OC(C)(C)C, CN(C)C(On1nnc2ccccc21)=[N+](C)C. Product: CC(C)C(NC(=O)CNC(=O)OCc1ccccc1)C(=O)OC(C)(C)C. RXN SMILES: [B-:36]([F:37])([F:38])([F:39])[F:40].[CH2:1]([c:2]1[cH:3][cH:4][cH:5][cH:6][cH:7]1)[O:8][C:9](=[O:10])[NH:11][CH2:12][C:13](=[O:14])[OH:15].[CH3:29][N:30]1[CH2:31][CH2:32][O:33][CH2:34][CH2:35]1.[Cl:58][CH2:59][Cl:60].[ClH:16].[NH2:17][CH:18]([CH:19]([CH3:20])[CH3:21])[C:22](=[O:23])[O:24][C:25]([CH3:26])([CH3:27])[CH3:28].[n:41]1([O:42][C:43]([N:44]([CH3:45])[CH3:46])=[N+:47]([CH3:48])[CH3:49])[c:50]2[cH:51][cH:52][cH:53][cH:54][c:55]2[n:56][n:57]1>>[CH2:1]([c:2]1[cH:3][cH:4][cH:5][cH:6][cH:7]1)[O:8][C:9](=[O:10])[NH:11][CH2:12][C:13](=[O:15])[NH:17][CH:18]([CH:19]([CH3:20])[CH3:21])[C:22](=[O:23])[O:24][C:25]([CH3:26])([CH3:27])[CH3:28]. As a reaction SMILES: [Br:7][c:8]1[cH:9][cH:10][c:11]([C:14](=[CH2:15])[CH:16]([F:17])[F:18])[cH:12][cH:13]1.[C:1]([CH3:2])([CH3:3])([CH3:4])[OH:5].[CH3:25][CH2:26][O:27][C:28](=[O:29])[CH3:30].[Na+:23].[Na+:24].[OH2:6].[S:19]([O-:20])([O-:21])=[O:22]>>[OH:5][C:14]([c:11]1[cH:10][cH:9][c:8]([Br:7])[cH:13][cH:12]1)([CH2:15][OH:6])[CH:16]([F:17])[F:18]. The reactants are C=C(c1ccc(Br)cc1)C(F)F, CC(C)(C)O, CCOC(C)=O, [Na+], [Na+], O, O=S([O-])[O-]. Yields the product OCC(O)(c1ccc(Br)cc1)C(F)F. The reactants are CI (MeI), [H-].[Na+] (NaH), C(C)OC(NC1CC(=CCC1)C#CC1=CC=CC=C1)=O ((3-phenylethynyl-cyclohex-3-enyl)-carbamic acid ethyl ester). Run in C1CCOC1 (THF), CN(C)C=O (DMF), C1CCOC1 (THF). Conditions: time 90 minute. Product: C(C)OC(N(C1CC(=CCC1)C#CC1=CC=CC=C1)C)=O ((±)-Methyl-(3-phenylethynyl-cyclohex-3-enyl)-carbamic acid ethyl ester). Isolated yield 43.0%. As a reaction SMILES: [CH2:1]([O:3][C:4](=[O:20])[NH:5][CH:6]1[CH2:11][CH2:10][CH:9]=[C:8]([C:12]#[C:13][C:14]2[CH:19]=[CH:18][CH:17]=[CH:16][CH:15]=2)[CH2:7]1)[CH3:2].[H-].[Na+].[CH3:23]I>CN(C=O)C.C1COCC1>[CH2:1]([O:3][C:4](=[O:20])[N:5]([CH3:23])[CH:6]1[CH2:11][CH2:10][CH:9]=[C:8]([C:12]#[C:13][C:14]2[CH:19]=[CH:18][CH:17]=[CH:16][CH:15]=2)[CH2:7]1)[CH3:2] |f:1.2|. Procedure: 22 mg (0.082 mmol) (3-phenylethynyl-cyclohex-3-enyl)-carbamic acid ethyl ester are dissolved in 2 ml DMF and 1 THF. 8 mg (0.165 mmol) of a 60% dispersion of NaH in oil is added and the mixture stirred under argon for 90 minutes at room temperature. The reaction mixture is cooled to 0°, and 16 microliters MeI in 0.5 ml THF are added dropwise. After stirring one hour at room temperature, the reaction mixture is cooled to 0° again, ice is added and the crude product extracted with ethyl acetate, wa... Starting materials: Clc1ccc(-c2c[nH]c(Cc3ccc(Br)cc3)n2)c(Cl)c1, CC(C)(C)c1ccc(B(O)O)cc1. Yields the product CC(C)(C)c1ccc(-c2ccc(Cc3nc(-c4ccc(Cl)cc4Cl)c[nH]3)cc2)cc1. RXN SMILES: [Br:1][c:2]1[cH:3][cH:4][c:5]([CH2:6][c:7]2[nH:8][cH:9][c:10](-[c:12]3[c:13]([Cl:19])[cH:14][c:15]([Cl:18])[cH:16][cH:17]3)[n:11]2)[cH:20][cH:21]1.[C:22]([CH3:23])([CH3:24])([CH3:25])[c:26]1[cH:27][cH:28][c:29]([B:32]([OH:33])[OH:34])[cH:30][cH:31]1>>[c:2]1(-[c:29]2[cH:28][cH:27][c:26]([C:22]([CH3:23])([CH3:24])[CH3:25])[cH:31][cH:30]2)[cH:3][cH:4][c:5]([CH2:6][c:7]2[nH:8][cH:9][c:10](-[c:12]3[c:13]([Cl:19])[cH:14][c:15]([Cl:18])[cH:16][cH:17]3)[n:11]2)[cH:20][cH:21]1. Reactants: C(C)O (Ethanol), Cl.C(C)O (hydrogen chloride ethanol), CON=C1CC=2C=CC(=CC2CC1)CC(=O)OCC (ethyl 6-methoxyimino-5,6,7,8-tetrahydronaphthalene-2-acetate). Solvent: O1CCCC1 (tetrahydrofuran), O1CCCC1 (tetrahydrofuran). Reaction conditions: time 8 hour. Product: Cl.NC1CC=2C=CC(=CC2CC1)CCO (2-(6-amino-5,6,7,8-tetrahydronaphthalene-2-yl)ethanol hydrochloride). Reaction SMILES: CO[N:3]=[C:4]1[CH2:13][CH2:12][C:11]2[CH:10]=[C:9]([CH2:14][C:15](OCC)=[O:16])[CH:8]=[CH:7][C:6]=2[CH2:5]1.C(O)C.[ClH:23].C(O)C>O1CCCC1>[ClH:23].[NH2:3][CH:4]1[CH2:13][CH2:12][C:11]2[CH:10]=[C:9]([CH2:14][CH2:15][OH:16])[CH:8]=[CH:7][C:6]=2[CH2:5]1 |f:2.3,5.6|. Procedure: 5.5 ml of 2M borane-methylsulfide complex in tetrahydrofuran are added to a solution of 1.31 g of ethyl 6-methoxyimino-5,6,7,8-tetrahydronaphthalene-2-acetate in tetrahydrofuran under argon at -5° to 0° C., and the mixture is stirred at room temperature overnight. Ethanol and 9% hydrogen chloride-ethanol are added to the mixture under cooing and stirring, and the mixture is stirred at room temperature for 30 minutes. After the solvent is distilled off, the residue is crystallized with a mixture ...